describe an organic reaction: reactants, conditions, products, and yield From a dataset of the Open Reaction Database (ORD), a public repository of structured organic reaction records. Starting materials: C(CCCCCCC)(=O)Cl (octanoyl chloride), FC1=NC(=CC=C1O)C1=CC=C(C=C1)OCCCCCCCC (2-fluoro-3-hydroxy-6-(4-octyloxyphenyl)pyridine). Run in N1=CC=CC=C1 (pyridine). Reaction conditions: temperature 0 celsius, time 3 hour. The product is C(CCCCCCC)(=O)OC=1C(=NC(=CC1)C1=CC=C(C=C1)OCCCCCCCC)F (2-fluoro-6-(4-octyloxyphenyl)pyridine-3-yl octanoate). Yield: 64.3%. RXN SMILES: [C:1](Cl)(=[O:9])[CH2:2][CH2:3][CH2:4][CH2:5][CH2:6][CH2:7][CH3:8].[F:11][C:12]1[C:17]([OH:18])=[CH:16][CH:15]=[C:14]([C:19]2[CH:24]=[CH:23][C:22]([O:25][CH2:26][CH2:27][CH2:28][CH2:29][CH2:30][CH2:31][CH2:32][CH3:33])=[CH:21][CH:20]=2)[N:13]=1>N1C=CC=CC=1>[C:1]([O:18][C:17]1[C:12]([F:11])=[N:13][C:14]([C:19]2[CH:24]=[CH:23][C:22]([O:25][CH2:26][CH2:27][CH2:28][CH2:29][CH2:30][CH2:31][CH2:32][CH3:33])=[CH:21][CH:20]=2)=[CH:15][CH:16]=1)(=[O:9])[CH2:2][CH2:3][CH2:4][CH2:5][CH2:6][CH2:7][CH3:8]. Procedure: 1.2 ml (7.1 mmol) of octanoyl chloride are added dropwise at 0° C. to 1.5 g (4.7 mmol) of 2-fluoro-3-hydroxy-6-(4-octyloxyphenyl)pyridine (prepared as described in Example 3) in 20 ml of pyridine, and the mixture is stirred at 0° C. for 3 hours. It is then poured onto ice water, filtered off and the residue is purified by chromatography (silica gel, 9:1 hexane/ethyl acetate) and by recrystallization from acetonitrile, giving 1.34 g of 2-fluoro-6-(4-octyloxyphenyl)pyridine-3-yl octanoate. ##STR20... Starting materials: COC(C)(C)C, CCCCOc1cc2c(cc1C)CCC2(C)C, CC(=O)O, O, O. Product: CCCCOc1cc2c(cc1C)C(=O)CC2(C)C. As a reaction SMILES: [C:20]([CH3:22])([CH3:23])([O:24][CH3:21])[CH3:25].[CH3:1][C:2]1([CH3:17])[CH2:3][CH2:4][c:5]2[cH:6][c:7]([CH3:16])[c:8]([O:11][CH2:12][CH2:13][CH2:14][CH3:15])[cH:9][c:10]21.[CH3:26][C:27](=[O:28])[OH:29].[O:18].[OH2:19]>>[CH3:1][C:2]1([CH3:17])[CH2:3][C:4](=[O:24])[c:5]2[cH:6][c:7]([CH3:16])[c:8]([O:11][CH2:12][CH2:13][CH2:14][CH3:15])[cH:9][c:10]21.